This data is from the Open Reaction Database (ORD), a public repository of structured organic reaction records. The task is: describe an organic reaction: reactants, conditions, products, and yield Reactants: FC(C(=O)O)(F)F.C1(CCCC1)C(=O)N1CC(CC(C1)C1=CC=C(C=C1)CC)N (1-(Cyclopentylcarbonyl)-5-(4-ethylphenyl)piperidine-3-amine trifluoroacetate), CN(C(=O)Cl)C1=CC=CC=C1 (methyl(phenyl)carbamoyl chloride). The product is C1(CCCC1)C(=O)N1CC(CC(C1)C1=CC=C(C=C1)CC)NC(N(C1=CC=CC=C1)C)=O (3-[1-(Cyclopentylcarbonyl)-5-(4-ethylphenyl)piperidin-3-yl]-1-methyl-1-phenylurea). As a reaction SMILES: FC(F)(F)C(O)=O.[CH:8]1([C:13]([N:15]2[CH2:20][CH:19]([C:21]3[CH:26]=[CH:25][C:24]([CH2:27][CH3:28])=[CH:23][CH:22]=3)[CH2:18][CH:17]([NH2:29])[CH2:16]2)=[O:14])[CH2:12][CH2:11][CH2:10][CH2:9]1.[CH3:30][N:31]([C:35]1[CH:40]=[CH:39][CH:38]=[CH:37][CH:36]=1)[C:32](Cl)=[O:33]>>[CH:8]1([C:13]([N:15]2[CH2:20][CH:19]([C:21]3[CH:22]=[CH:23][C:24]([CH2:27][CH3:28])=[CH:25][CH:26]=3)[CH2:18][CH:17]([NH:29][C:32](=[O:33])[N:31]([CH3:30])[C:35]3[CH:40]=[CH:39][CH:38]=[CH:37][CH:36]=3)[CH2:16]2)=[O:14])[CH2:9][CH2:10][CH2:11][CH2:12]1 |f:0.1|. Procedure details: 60 mg (0.14 mmol) of 1-(cyclopentylcarbonyl)-5-(4-ethylphenyl)piperidine-3-amine trifluoroacetate (Example 8A) and 22 mg (0.14 mmol, 1.0 eq.) of methyl(phenyl)carbamoyl chloride were reacted according to General Method 3. Yield: 37 mg (69% of theory) Starting materials: FC=1C(=C2CC(NC2=CC1)=O)I (1,3-dihydro-5-fluoro-4-iodo-2H-indol-2-one), C(C)OC(=O)C1=CNC(=C1C)C=O (5-Formyl-4-methyl-1H-pyrrole-3-carboxylic acid ethyl ester). Solvent: N1CCCCC1 (piperidine), CC(C)O (2-propanol). Run at temperature 80 celsius. Product: C(C)OC(=O)C1=CNC(=C1C)\C=C\1/C(NC2=CC=C(C(=C12)I)F)=O ((Z)-5-(5-Fluoro-4-iodo-2-oxo-1,2-dihydro-indol-3-ylidenemethyl)-4-methyl-1H-pyrrole-3-carboxylic acid ethyl ester). Reaction SMILES: [F:1][C:2]1[C:3]([I:12])=[C:4]2[C:8](=[CH:9][CH:10]=1)[NH:7][C:6](=[O:11])[CH2:5]2.[CH2:13]([O:15][C:16]([C:18]1[C:22]([CH3:23])=[C:21]([CH:24]=O)[NH:20][CH:19]=1)=[O:17])[CH3:14]>N1CCCCC1.CC(O)C>[CH2:13]([O:15][C:16]([C:18]1[C:22]([CH3:23])=[C:21](/[CH:24]=[C:5]2\[C:6](=[O:11])[NH:7][C:8]3[C:4]\2=[C:3]([I:12])[C:2]([F:1])=[CH:10][CH:9]=3)[NH:20][CH:19]=1)=[O:17])[CH3:14]. Procedure details: A suspension of 1,3-dihydro-5-fluoro-4-iodo-2H-indol-2-one (0.5 g, 1.8 mmol) (Example 2A) and 5-formyl-4-methyl-1H-pyrrole-3-carboxylic acid ethyl ester (0.39 g, 2.17 mmol) (Example 116A above) in 1% piperidine in 2-propanol (6 mL) was heated at 80° C. for 3 h. The precipitate was collected and washed with water to give (Z)-5-(5-Fluoro-4-iodo-2-oxo-1,2-dihydro-indol-3-ylidenemethyl)-4-methyl-1H-pyrrole-3-carboxylic acid ethyl ester. (Yield 0.67 g, 85%). The reactants are CC(=O)O[BH-](OC(C)=O)OC(C)=O, CCCN, CN(C)C1(Cc2ccccc2)CCC(=O)CC1, CC(=O)O, [Na+], [Na+], C1CCOC1, [OH-]. Product: CCCNC1CCC(Cc2ccccc2)(N(C)C)CC1. As a reaction SMILES: [C:22]([O:23][BH-:24]([O:25][C:26](=[O:27])[CH3:28])[O:29][C:30](=[O:31])[CH3:32])(=[O:33])[CH3:34].[CH2:18]([CH2:19][CH3:20])[NH2:21].[CH2:1]([c:2]1[cH:3][cH:4][cH:5][cH:6][cH:7]1)[C:8]1([N:15]([CH3:16])[CH3:17])[CH2:9][CH2:10][C:11](=[O:14])[CH2:12][CH2:13]1.[CH3:43][C:44](=[O:45])[OH:46].[Na+:35].[Na+:37].[O:38]1[CH2:39][CH2:40][CH2:41][CH2:42]1.[OH-:36]>>[CH2:1]([c:2]1[cH:3][cH:4][cH:5][cH:6][cH:7]1)[C:8]1([N:15]([CH3:16])[CH3:17])[CH2:9][CH2:10][CH:11]([NH:21][CH2:18][CH2:19][CH3:20])[CH2:12][CH2:13]1. The reactants are BrC1=CC=C(C=C1)C(CCN1CCC(CC1)C=1C=C(C=CC1)NC(C(C)C)=O)O (N-(3-{1-[3-(4-bromophenyl)-3-hydroxypropyl]-4-piperidinyl}phenyl)-2-methylpropanamide), C(C)(=O)C1=C(C=CC=C1)O (2-acetylphenol). Product: C(C)(=O)C1=C(OC(CCN2CCC(CC2)C=2C=C(C=CC2)NC(C(C)C)=O)C2=CC=C(C=C2)Br)C=CC=C1 (N-(3-{1-[3-(2-ACETYLPHENOXY)-3-(4-BROMOPHENYL)PROPYL]-4-PIPERIDINYL}PHENYL)-2-METHYLPROPANAMIDE). As a reaction SMILES: [Br:1][C:2]1[CH:7]=[CH:6][C:5]([CH:8]([OH:29])[CH2:9][CH2:10][N:11]2[CH2:16][CH2:15][CH:14]([C:17]3[CH:18]=[C:19]([NH:23][C:24](=[O:28])[CH:25]([CH3:27])[CH3:26])[CH:20]=[CH:21][CH:22]=3)[CH2:13][CH2:12]2)=[CH:4][CH:3]=1.[C:30]([C:33]1[CH:38]=[CH:37][CH:36]=[CH:35][C:34]=1O)(=[O:32])[CH3:31]>>[C:30]([C:33]1[CH:38]=[CH:37][CH:36]=[CH:35][C:34]=1[O:29][CH:8]([C:5]1[CH:4]=[CH:3][C:2]([Br:1])=[CH:7][CH:6]=1)[CH2:9][CH2:10][N:11]1[CH2:16][CH2:15][CH:14]([C:17]2[CH:18]=[C:19]([NH:23][C:24](=[O:28])[CH:25]([CH3:26])[CH3:27])[CH:20]=[CH:21][CH:22]=2)[CH2:13][CH2:12]1)(=[O:32])[CH3:31]. Procedure: Prepared by Procedure A and Scheme AN using N-(3-{1-[3-(4-bromophenyl)-3-hydroxypropyl]-4-piperidinyl}phenyl)-2-methylpropanamide and 2-acetylphenol: ESMS m/e: 576.6 (M+H)+. Run in CN(C)C=O (DMF). The product is C1(=CC=CC=C1)C=1C=C(C=2NC3=CC=CC=C3C2C1)C1=C(C(=O)OC)C=CC=C1 (Methyl 2-(3-phenyl-9H-carbazolyl)benzoate). Reactants: C1(=CC=CC=C1)C=1C=CC=2NC3=CC=CC=C3C2C1 (3-phenyl-9H-carbazole), IC1=C(C(=O)OC)C=CC=C1 (methyl 2-iodobenzoate), C([O-])([O-])=O.[K+].[K+] (potassium carbonate), C1COCCOCCOCCOCCOCCO1 (18-crown-6). Run at temperature 1300 celsius. Reagents/catalysts: [Cu] (copper). Reported procedure: 85 g (350 mmol) of 3-phenyl-9H-carbazole, 63 ml (262 mmol) of methyl 2-iodobenzoate, 20 g (315 mmol) of copper powder, 87 g (631 mmol) of potassium carbonate and 9.3 g (35 mmol) of 18-crown-6 are initially introduced in 1200 ml of DMF under a protective gas and heated at 1300° C. for 86 h. The mixture is subsequently evaporated and washed by stirring with hot heptane and purified by chromatography (heptane, dichloromethane 1:1). The product is washed by stirring with hot hexane, and the solid is... As a reaction SMILES: [C:1]1([C:7]2[CH:8]=[CH:9][C:10]3[NH:11][C:12]4[C:17]([C:18]=3[CH:19]=2)=[CH:16][CH:15]=[CH:14][CH:13]=4)[CH:6]=[CH:5][CH:4]=[CH:3][CH:2]=1.I[C:21]1[CH:30]=[CH:29][CH:28]=[CH:27][C:22]=1[C:23]([O:25][CH3:26])=[O:24].C(=O)([O-])[O-].[K+].[K+].C1OCCOCCOCCOCCOCCOC1>CN(C=O)C.[Cu]>[C:1]1([C:7]2[CH:8]=[C:9]([C:21]3[CH:30]=[CH:29][CH:28]=[CH:27][C:22]=3[C:23]([O:25][CH3:26])=[O:24])[C:10]3[NH:11][C:12]4[C:17]([C:18]=3[CH:19]=2)=[CH:16][CH:15]=[CH:14][CH:13]=4)[CH:2]=[CH:3][CH:4]=[CH:5][CH:6]=1 |f:2.3.4|.